From a dataset of the Open Reaction Database (ORD), a public repository of structured organic reaction records. describe an organic reaction: reactants, conditions, products, and yield Reactants: N (ammonia), [Cl-].[NH4+] (ammonium chloride), OO (hydrogen peroxide), trimethoxyborate, C(C)(C)NC(C)C (diisopropylamine), compound, C1CCCC1.C1(=CC=CC=C1)[Li].C(C)OCC (phenyllithium cyclopentane diethyl ether), O1CCCC1 (tetrahydrofuran), O1CCCC1 (tetrahydrofuran), S(=S)(=O)([O-])[O-].[Na+].[Na+] (sodium thiosulfate). The solvent is C(C)(=O)OCC (ethyl acetate), C(C)(=O)O (acetic acid). Conditions: temperature -78 celsius, time 1 hour. Yields the product ClC1=NC=CC(=C1OC)OC (2-Chloro-3,4-dimethoxypyridine). Reaction SMILES: [CH:1]([NH:4][CH:5]([CH3:7])C)([CH3:3])C.C1CCCC1.C1([Li])C=CC=CC=1.[CH2:20]([O:22][CH2:23]C)C.N.[Cl-:26].[NH4+].OO.S([O-])([O-])(=O)=S.[Na+].[Na+].[O:37]1[CH2:41]CCC1>C(OCC)(=O)C.C(O)(=O)C>[Cl:26][C:1]1[C:3]([O:37][CH3:41])=[C:20]([O:22][CH3:23])[CH:7]=[CH:5][N:4]=1 |f:1.2.3,5.6,8.9.10|. Procedure: A solution of diisopropylamine (84.0 μl, 0.599 mmol) and the compound of Example B240 (860 mg, 5.99 mmol) in tetrahydrofuran (4 ml) was added to a solution of 1.06 M phenyllithium cyclopentane-diethyl ether solution in tetrahydrofuran (11 ml) cooled to −78° C. under nitrogen atmosphere. This reaction mixture was stirred at −40° C. for 1 hour, then at −18° C. for another 20 minutes. The reaction mixture was cooled again to −78° C., trimethoxyborate (2.04 ml, 18.0 mmol) was added dropwise thereto,... Starting materials: NC[C@H]1N(CCC[C@H]1C)C(=O)C1=NC(=CC=C1C=1C=NC=CC1)C (((2S,3R)-2-(aminomethyl)-3-methylpiperidin-1-yl)(6-methyl-[3,3′-bipyridin]-2-yl)methanone), ClC1=NC=C(C=N1)Cl (2,5-dichloropyrimidine). Yields the product ClC=1C=NC(=NC1)NC[C@H]1N(CCC[C@H]1C)C(=O)C1=NC(=CC=C1C=1C=NC=CC1)C (((2S,3R)-2-(((5-Chloropyrimidin-2-yl)amino)methyl)-3-methylpiperidin-1-yl)(6-methyl-[3,3′-bipyridin]-2-yl)methanone). RXN SMILES: [NH2:1][CH2:2][C@@H:3]1[C@H:8]([CH3:9])[CH2:7][CH2:6][CH2:5][N:4]1[C:10]([C:12]1[C:17]([C:18]2[CH:19]=[N:20][CH:21]=[CH:22][CH:23]=2)=[CH:16][CH:15]=[C:14]([CH3:24])[N:13]=1)=[O:11].Cl[C:26]1[N:31]=[CH:30][C:29]([Cl:32])=[CH:28][N:27]=1>>[Cl:32][C:29]1[CH:28]=[N:27][C:26]([NH:1][CH2:2][C@@H:3]2[C@H:8]([CH3:9])[CH2:7][CH2:6][CH2:5][N:4]2[C:10]([C:12]2[C:17]([C:18]3[CH:19]=[N:20][CH:21]=[CH:22][CH:23]=3)=[CH:16][CH:15]=[C:14]([CH3:24])[N:13]=2)=[O:11])=[N:31][CH:30]=1. Procedure: The title compound was prepared following the same general protocol as described for Example A1, using ((2S,3R)-2-(aminomethyl)-3-methylpiperidin-1-yl)(6-methyl-[3,3′-bipyridin]-2-yl)methanone and 2,5-dichloropyrimidine. ESI-MS (m/z): 437 [M+1]+. The reactants are [Al], COC(=O)CC(c1ccc(Cl)cc1Cl)C(C)[N+](=O)[O-]. Yields the product CC1C(c2ccc(Cl)cc2Cl)CC(=O)N1O. RXN SMILES: [Al:20].[Cl:1][c:2]1[c:3]([CH:9]([CH2:10][C:11](=[O:12])[O:14][CH3:18])[CH:15]([CH3:16])[N+:17](=[O:13])[O-:19])[cH:4][cH:5][c:6]([Cl:8])[cH:7]1>>[Cl:1][c:2]1[c:3]([CH:9]2[CH2:10][C:11](=[O:12])[N:17]([OH:19])[CH:15]2[CH3:16])[cH:4][cH:5][c:6]([Cl:8])[cH:7]1. Reactants: Cn1cc2c(C=O)c(Br)ccc2n1, CCOP(=O)(CC#N)OCC, [Cl-], [H-], [NH4+], [Na+], C1CCOC1. The product is Cn1cc2c(C=CC#N)c(Br)ccc2n1. RXN SMILES: [Br:14][c:15]1[c:16]([CH:25]=[O:26])[c:17]2[cH:18][n:19]([CH3:24])[n:20][c:21]2[cH:22][cH:23]1.[C:1](#[N:2])[CH2:3][P:4](=[O:5])([O:6][CH2:7][CH3:8])[O:9][CH2:10][CH3:11].[Cl-:32].[H-:12].[NH4+:33].[Na+:13].[O:27]1[CH2:28][CH2:29][CH2:30][CH2:31]1>>[C:1](#[N:2])[CH:3]=[CH:25][c:16]1[c:15]([Br:14])[cH:23][cH:22][c:21]2[c:17]1[cH:18][n:19]([CH3:24])[n:20]2.